describe an organic reaction: reactants, conditions, products, and yield From a dataset of the Open Reaction Database (ORD), a public repository of structured organic reaction records. Reactants: BrC=1C=C(C(=CC1)NCC1=CC2=C(N=C(S2)SC)C=C1)N (4-bromo-N1-((2-(methylthio)benzo[d]thiazol-6-yl)methyl)benzene-1,2-diamine), BrC=1C=C(C(=CC1OC)NCC1=CC2=C(N=C(S2)SC)C=C1)N (4-bromo-5-methoxy-N1-((2-(methylthio)benzo[d]thiazol-6-yl)methyl)benzene-1,2-diamine). Product: BrC1=CC2=C(N(C=N2)CC2=CC3=C(N=C(S3)SC)C=C2)C=C1 (6-((5-Bromo-1H-benzo[d]imidazol-1-yl)methyl)-2-(methylthio)benzo[d]thiazole). Reported procedure: 6-((5-Bromo-1H-benzo[d]imidazol-1-yl)methyl)-2-(methylthio)benzo[d]thiazole was synthesized as a white solid (630 mg, 62% over two steps) using a procedure analogous to that described in Step 3 of Example 41, substituting 4-bromo-N1-((2-(methylthio)benzo[d]thiazol-6-yl)methyl)benzene-1,2-diamine from the previous step for 4-bromo-5-methoxy-N1-((2-(methylthio)benzo[d]thiazol-6-yl)methyl)benzene-1,2-diamine used in Example 41. 1H NMR (300 MHz, DMSO-d6) δ 8.51 (s, 1H), 8.00 (s, 1H), 7.87 (d, J=1.7 ... Reaction SMILES: [Br:1][C:2]1[CH:3]=[C:4]([NH2:21])[C:5]([NH:8][CH2:9][C:10]2[CH:20]=[CH:19][C:13]3[N:14]=[C:15]([S:17][CH3:18])[S:16][C:12]=3[CH:11]=2)=[CH:6][CH:7]=1.Br[C:23]1C=C(N)C(NCC2C=CC3N=C(SC)SC=3C=2)=CC=1OC>>[Br:1][C:2]1[CH:7]=[CH:6][C:5]2[N:8]([CH2:9][C:10]3[CH:20]=[CH:19][C:13]4[N:14]=[C:15]([S:17][CH3:18])[S:16][C:12]=4[CH:11]=3)[CH:23]=[N:21][C:4]=2[CH:3]=1. Reactants: NC1=C(C=C(C=C1Br)CNC([C@H](NC(=O)OC(C)(C)C)CCCNC(=N[N+](=O)[O-])N)=O)Br ((R)-N-[(4-amino-3,5-dibromophenyl)methyl]-N5 -[amino(nitroimino)methyl]-N2 -[(tert.-butyloxy)carbonyl]-ornithinamide), Cl (hydrochloric acid). Product: Cl.NC1=C(C=C(C=C1Br)CNC([C@H](N)CCCNC(=N[N+](=O)[O-])N)=O)Br ((R)-N-[(4-Amino-3,5-dibromophenyl)methyl]-N5 -[amino(nitroimino)methyl]-ornithinamide-hydrochloride). RXN SMILES: [NH2:1][C:2]1[C:7]([Br:8])=[CH:6][C:5]([CH2:9][NH:10][C:11](=[O:31])[C@@H:12]([CH2:21][CH2:22][CH2:23][NH:24][C:25]([NH2:30])=[N:26][N+:27]([O-:29])=[O:28])[NH:13]C(OC(C)(C)C)=O)=[CH:4][C:3]=1[Br:32].[ClH:33]>>[ClH:33].[NH2:1][C:2]1[C:3]([Br:32])=[CH:4][C:5]([CH2:9][NH:10][C:11](=[O:31])[C@@H:12]([CH2:21][CH2:22][CH2:23][NH:24][C:25]([NH2:30])=[N:26][N+:27]([O-:29])=[O:28])[NH2:13])=[CH:6][C:7]=1[Br:8] |f:2.3|. Reported procedure: Prepared analogously to Example 36b) from (R)-N-[(4-amino-3,5-dibromophenyl)methyl]-N5 -[amino(nitroimino)methyl]-N2 -[(tert.-butyloxy)carbonyl]-ornithinamide by treating with methanolic hydrochloric acid in a quantitative yield. Starting materials: CCOC(=O)C (EtOAc), C(C)OC1=CC=C(C(=O)O)C=C1 (4-ethoxybenzoic acid), C1=CN(C=N1)C(=O)N2C=CN=C2 (CDI), Cl.NCC=1C=C2C(N(C(C2=CC1)=O)C1(C(NC(CC1)=O)=O)C)=O (5-aminomethyl-2-(3-methyl-2,6-dioxo-piperidin-3-yl)-isoindole-1,3-dione hydrochloride). Solvent: CN(C=O)C (N,N-dimethylformamide). Conditions: temperature 40 celsius, time 2 hour. The product is C(C)OC1=CC=C(C(=O)NCC=2C=C3C(N(C(C3=CC2)=O)C2(C(NC(CC2)=O)=O)C)=O)C=C1 (4-ethoxy-N-[2-(3-methyl-2,6-dioxo-piperidin-3-yl)-1,3-dioxo-2,3-dihydro-1H-isoindol-5-ylmethyl]-benzamide). The yield is 30.0%. Reaction SMILES: [CH2:1]([O:3][C:4]1[CH:12]=[CH:11][C:7]([C:8]([OH:10])=O)=[CH:6][CH:5]=1)[CH3:2].C1N=CN(C(N2C=NC=C2)=O)C=1.Cl.[NH2:26][CH2:27][C:28]1[CH:29]=[C:30]2[C:34](=[CH:35][CH:36]=1)[C:33](=[O:37])[N:32]([C:38]1([CH3:46])[CH2:43][CH2:42][C:41](=[O:44])[NH:40][C:39]1=[O:45])[C:31]2=[O:47].CCOC(C)=O>CN(C)C=O>[CH2:1]([O:3][C:4]1[CH:5]=[CH:6][C:7]([C:8]([NH:26][CH2:27][C:28]2[CH:29]=[C:30]3[C:34](=[CH:35][CH:36]=2)[C:33](=[O:37])[N:32]([C:38]2([CH3:46])[CH2:43][CH2:42][C:41](=[O:44])[NH:40][C:39]2=[O:45])[C:31]3=[O:47])=[O:10])=[CH:11][CH:12]=1)[CH3:2] |f:2.3|. Procedure details: A stirred mixture of 4-ethoxybenzoic acid (0.33 g, 2.00 mmol) and CDI (0.34 g, 2.10 mmol) in N,N-dimethylformamide (20 mL) was heated to 40° C. under nitrogen. After 2 h, 5-aminomethyl-2-(3-methyl-2,6-dioxo-piperidin-3-yl)-isoindole-1,3-dione hydrochloride (0.67 g, 2.00 mmol) was added and the mixture was heated at 40° C. for 18 h. The mixture was cooled to rt and EtOAc (75 mL) was added. The organic layer was washed with sat. aq. NaHCO3 (3×100 mL) then concentrated. The residue was triturated i... As a reaction SMILES: [CH3:1][CH:2]([NH:11][C:12]1[S:13][CH:14]=[C:15]([C:17]2[CH:22]=[CH:21][CH:20]=[CH:19][CH:18]=2)[N:16]=1)[C:3]1[CH:10]=[CH:9][C:6]([CH2:7][OH:8])=[CH:5][CH:4]=1.O[C:24]1[CH:29]=[CH:28][C:27]([CH2:30][C:31]([O:33][CH3:34])=[O:32])=[CH:26][CH:25]=1.C(P(CCCC)CCCC)CCC.N(C(N1CCCCC1)=O)=NC(N1CCCCC1)=O>O1CCCC1>[CH3:1][CH:2]([NH:11][C:12]1[S:13][CH:14]=[C:15]([C:17]2[CH:22]=[CH:21][CH:20]=[CH:19][CH:18]=2)[N:16]=1)[C:3]1[CH:4]=[CH:5][C:6]([CH2:7][O:8][C:24]2[CH:29]=[CH:28][C:27]([CH2:30][C:31]([O:33][CH3:34])=[O:32])=[CH:26][CH:25]=2)=[CH:9][CH:10]=1. The reactants are N(=NC(=O)N1CCCCC1)C(=O)N1CCCCC1 (1,1′-(azodicarbonyl)dipiperidine), CC(C1=CC=C(CO)C=C1)NC=1SC=C(N1)C1=CC=CC=C1 (4-[methyl(4-phenyl-2-thiazolyl)aminomethyl]benzyl alcohol), OC1=CC=C(C=C1)CC(=O)OC (methyl 2-(4-hydroxyphenyl)acetate), C(CCC)P(CCCC)CCCC (tributylphosphine). Reported procedure: To a mixture of 4-[methyl(4-phenyl-2-thiazolyl)aminomethyl]benzyl alcohol (1.00 g), methyl 2-(4-hydroxyphenyl)acetate (643 mg), tributylphosphine (1.30 g) and tetrahydrofuran (30 mL) was added 1,1′-(azodicarbonyl)dipiperidine (1.62 g) at room temperature and the mixture was stirred for 16 hrs. The precipitated crystals were filtered off. The filtrate was concentrated and the residue was subjected to silica gel column chromatography to give methyl 4-[4-[methyl(4-phenyl-2-thiazolyl)aminomethyl]ben... Run in O1CCCC1 (tetrahydrofuran). Reaction conditions: time 16 hour. The yield is 100.2%. Product: CC(C1=CC=C(COC2=CC=C(C=C2)CC(=O)OC)C=C1)NC=1SC=C(N1)C1=CC=CC=C1 (methyl 4-[4-[methyl(4-phenyl-2-thiazolyl)aminomethyl]benzyloxy]phenylacetate). The reactants are C(C)(=O)O (acetic acid), C(#N)[BH3-].[Na+] (Sodium cyanoborohydride), C1(CCCCC1)N1N=CC(=C1C1OCCC1)C1=NC(=NO1)C1=CC=C(C=O)C=C1 (4-(5-(1-cyclohexyl-5-(tetrahydrofuran-2-yl)-1H-pyrazol-4-yl)-1,2,4-oxadiazol-3-yl)benzaldehyde). The solvent is CO (methanol). Yields the product N1CCC(C(=O)O)CC1 (isonipecotic acid). Isolated yield 200.0%. Reaction SMILES: C([BH3-])#N.[Na+].C1(N2[C:15]([CH:16]3CCC[O:17]3)=[C:14]([C:21]3ON=[C:23]([C:26]4C=CC(C=O)=CC=4)[N:22]=3)C=N2)CCCCC1.C(O)(=[O:36])C>CO>[NH:22]1[CH2:21][CH2:14][CH:15]([C:16]([OH:17])=[O:36])[CH2:26][CH2:23]1 |f:0.1|. Procedure details: Sodium cyanoborohydride (17.3 mg; 0.275 mmol) was added to a solution of 4-(5-(1-cyclohexyl-5-(tetrahydrofuran-2-yl)-1H-pyrazol-4-yl)-1,2,4-oxadiazol-3-yl)benzaldehyde (99 mg; 0.25 mmol), obtained from step 2, and isonipecotic acid (64.6 mg; 0.50 mmol) in methanol (3 mL) and acetic acid (45 μL; 0.75 mmol) and the mixture was stirred at room temperature overnight. The solvent was removed in vacuo and the crude material purified by reverse phase preparative HPLC to give Example 125 as a white soli...